This data is from the Open Reaction Database (ORD), a public repository of structured organic reaction records. The task is: describe an organic reaction: reactants, conditions, products, and yield Reactants: BrC1=CC=C(C(=O)OC(C)(C)C)C=C1 (Tert-butyl 4-bromobenzoate), C1(=CC=CC=C1)C(=NCC(=O)OCC)C1=CC=CC=C1 (ethyl N-(diphenylmethylene)glycinate), P(=O)([O-])([O-])[O-].[K+].[K+].[K+] (potassium phosphate). The reagents and catalysts are CC(C)([P](C(C)(C)C)([Pd][P](C(C)(C)C)(C(C)(C)C)C(C)(C)C)C(C)(C)C)C (bis(tri-t-butylphosphine)palladium(0)). Solvent: C1(=CC=CC=C1)C (toluene). Yields the product C1(=CC=CC=C1)C(C1=CC=CC=C1)=NC(C(=O)OCC)C1=CC=C(C(=O)OC(C)(C)C)C=C1 (Tert-butyl 4-{1-[(diphenylmethylene)amino]-2-ethoxy-2-oxoethyl}benzoate). Reaction SMILES: Br[C:2]1[CH:14]=[CH:13][C:5]([C:6]([O:8][C:9]([CH3:12])([CH3:11])[CH3:10])=[O:7])=[CH:4][CH:3]=1.[C:15]1([C:21]([C:29]2[CH:34]=[CH:33][CH:32]=[CH:31][CH:30]=2)=[N:22][CH2:23][C:24]([O:26][CH2:27][CH3:28])=[O:25])[CH:20]=[CH:19][CH:18]=[CH:17][CH:16]=1.P([O-])([O-])([O-])=O.[K+].[K+].[K+]>C1(C)C=CC=CC=1.CC(C)([P](C(C)(C)C)([Pd][P](C(C)(C)C)(C(C)(C)C)C(C)(C)C)C(C)(C)C)C>[C:15]1([C:21](=[N:22][CH:23]([C:2]2[CH:14]=[CH:13][C:5]([C:6]([O:8][C:9]([CH3:12])([CH3:11])[CH3:10])=[O:7])=[CH:4][CH:3]=2)[C:24]([O:26][CH2:27][CH3:28])=[O:25])[C:29]2[CH:30]=[CH:31][CH:32]=[CH:33][CH:34]=2)[CH:16]=[CH:17][CH:18]=[CH:19][CH:20]=1 |f:2.3.4.5,^1:52,58|. Procedure details: Tert-butyl 4-bromobenzoate (10.3 g, 40.1 mmol), ethyl N-(diphenylmethylene)glycinate (14.99 g, 56.1 mmol), potassium phosphate (25.5 g, 120 mmol) and bis(tri-t-butylphosphine)palladium(0) (0.409 g, 0.801 mmol) were stirred in toluene (120 mL) at 100° C. under nitrogen for 3 days. Room temperature was attained and the mixture filtered through Celite and concentrated in vacuo. The residue was purified by MPLC to give the desired product as a yellow oil. 1H NMR (DMSO-d6, 600 MHz) δ 7.86 (d, J=7.8 H... Reactants: [Al+3], CC(=O)OC1CC2CCC1(C)C2, CCOCC, [H-], [H-], [H-], [H-], [Li+], O=S(=O)(O)O. Product: CC12CCC(CC1O)C2. RXN SMILES: [Al+3:14].[C:1](=[O:2])([CH3:3])[O:4][CH:5]1[C:6]2([CH3:12])[CH2:7][CH2:8][CH:9]([CH2:10]1)[CH2:11]2.[CH3:24][CH2:25][O:26][CH2:27][CH3:28].[H-:13].[H-:16].[H-:17].[H-:18].[Li+:15].[S:19](=[O:20])(=[O:21])([OH:22])[OH:23]>>[OH:4][CH:5]1[C:6]2([CH3:12])[CH2:7][CH2:8][CH:9]([CH2:10]1)[CH2:11]2.